From a dataset of the Open Reaction Database (ORD), a public repository of structured organic reaction records. describe an organic reaction: reactants, conditions, products, and yield The reactants are FC(C(=O)O)(F)F (trifluoroacetic acid), C(CN(CC(=O)O)CC(=O)O)N(CCN(CC(=O)O)CC(=O)O)CC(=O)O.C(C)(C)(C)OC(=O)NCC1CCC(CC1)C[NH-] (DTPA mono-(4-(N-tert-butoxycarbonylaminomethyl)cyclohexyl)methylamide). Solvent: C(C)OCC (diethyl ether). Reaction conditions: time 3 hour. Yields the product C(CN(CC(=O)O)CC(=O)O)N(CCN(CC(=O)O)CC(=O)O)CC(=O)O.NCC1CCC(CC1)C[NH-] (DTPA mono-(4-(aminomethyl)cyclohexyl)methylamide). The yield is 141.6%. As a reaction SMILES: FC(F)(F)C(O)=O.[CH2:8]([N:19]([CH2:31][C:32]([OH:34])=[O:33])[CH2:20][CH2:21][N:22]([CH2:27][C:28]([OH:30])=[O:29])[CH2:23][C:24]([OH:26])=[O:25])[CH2:9][N:10]([CH2:15][C:16]([OH:18])=[O:17])[CH2:11][C:12]([OH:14])=[O:13].C(OC([NH:42][CH2:43][CH:44]1[CH2:49][CH2:48][CH:47]([CH2:50][NH-:51])[CH2:46][CH2:45]1)=O)(C)(C)C>C(OCC)C>[CH2:20]([N:19]([CH2:31][C:32]([OH:34])=[O:33])[CH2:8][CH2:9][N:10]([CH2:11][C:12]([OH:14])=[O:13])[CH2:15][C:16]([OH:18])=[O:17])[CH2:21][N:22]([CH2:27][C:28]([OH:30])=[O:29])[CH2:23][C:24]([OH:26])=[O:25].[NH2:42][CH2:43][CH:44]1[CH2:49][CH2:48][CH:47]([CH2:50][NH-:51])[CH2:46][CH2:45]1 |f:1.2,4.5|. Procedure: Subsequently, 95 ml of trifluoroacetic acid (produced by Wako Pure Chemical Industries, Ltd.) was added to 9.22 g of the DTPA-mono-(4-(N-tert-butoxycarbonylaminomethyl)cyclohexyl)methylamide obtained above, and, after stirring the mixture for 3 hours, the reaction mixture was added dropwise to diethyl ether to precipitate the reaction product. The reaction product precipitated was collected by suction filtration, and was dried under a reduced pressure, to obtain 11.0 g of DTPA-mono-(4-(aminometh... Reactants: COCC1=NC(=NC(=N1)SC)N (4-methoxymethyl-6-methylthio-2-amino-1,3,5-triazine), COC(=O)C1=C(C=CC=C1)S(=O)(=O)N=C=O (2-methoxycarbonylbenzenesulfonylisocyanate). As a reaction SMILES: [CH3:1][O:2][CH2:3][C:4]1[N:9]=[C:8]([S:10][CH3:11])[N:7]=[C:6]([NH2:12])[N:5]=1.[CH3:13][O:14][C:15]([C:17]1[CH:22]=[CH:21][CH:20]=[CH:19][C:18]=1[S:23]([N:26]=[C:27]=[O:28])(=[O:25])=[O:24])=[O:16]>C(Cl)Cl>[CH3:1][O:2][CH2:3][C:4]1[N:9]=[C:8]([S:10][CH3:11])[N:7]=[C:6]([NH:12][C:27]([NH:26][S:23]([C:18]2[CH:19]=[CH:20][CH:21]=[CH:22][C:17]=2[C:15]([O:14][CH3:13])=[O:16])(=[O:25])=[O:24])=[O:28])[N:5]=1. Isolated yield 92.6%. Conditions: time 18 hour. Yields the product COCC1=NC(=NC(=N1)SC)NC(=O)NS(=O)(=O)C1=C(C(=O)OC)C=CC=C1 (Methyl 2-[[(4-methoxymethyl-6-methylthio-1,3,5-triazin-2-yl)aminocarbonyl]aminosulfonyl]benzoate). Run in C(Cl)Cl (methylene chloride). Procedure details: To a solution of 0.8 g of 4-methoxymethyl-6-methylthio-2-amino-1,3,5-triazine in 15 ml of anhydrous methylene chloride was added 1.5 g of 2-methoxycarbonylbenzenesulfonylisocyanate. The mixture was heated for one hour and then stirred at ambient temperature for 18 hours. Solvent was removed in vacuo and the residue was triturated with 1-chlorobutane (50 ml) and filtered to give 1.7 g of the desired product, m.p. 147°-149° C. mmr: 2.6 ppm δ, 3H; 3.4 ppm δ, 3H; 3.85 ppm δ, 3H; 4.45 δ, 2H; 7.65-8.5... Reactants: COC1=C(C=C2CCN(C(C2=C1)C1(CC1)C1=NC=CC=C1)C)C (7-methoxy-2,6-dimethyl-1-[1-(2-pyridyl)cyclopropyl]-1,2,3,4-tetrahydroisoquinoline). Solvent: Br (hydrobromic acid), C(C)(=O)O (acetic acid). Product: OC1=C(C=C2CCN(C(C2=C1)C1(CC1)C1=NC=CC=C1)C)C (7-hydroxy-2,6-dimethyl-1-[1-(2-pyridyl)cyclopropyl]-1,2,3,4-tetrahydroisoquinoline). Yield: 44.9%. RXN SMILES: C[O:2][C:3]1[CH:12]=[C:11]2[C:6]([CH2:7][CH2:8][N:9]([CH3:22])[CH:10]2[C:13]2([C:16]3[CH:21]=[CH:20][CH:19]=[CH:18][N:17]=3)[CH2:15][CH2:14]2)=[CH:5][C:4]=1[CH3:23]>Br.C(O)(=O)C>[OH:2][C:3]1[CH:12]=[C:11]2[C:6]([CH2:7][CH2:8][N:9]([CH3:22])[CH:10]2[C:13]2([C:16]3[CH:21]=[CH:20][CH:19]=[CH:18][N:17]=3)[CH2:14][CH2:15]2)=[CH:5][C:4]=1[CH3:23]. Procedure details: A solution of 7-methoxy-2,6-dimethyl-1-[1-(2-pyridyl)cyclopropyl]-1,2,3,4-tetrahydroisoquinoline (0.7 g) in 48% hydrobromic acid (10 ml) and glacial acetic acid (10 ml) was heated under reflux under nitrogen for 5 hours. The mixture was cooled to ambient temperature, and concentrated in vacuo. Water (50 ml) was added and the solution basified with aqueous sodium hydroxide solution (2N) until the solution had pH 8. The product was extracted with ether (100 ml) and ethyl acetate (200 ml), and the ...